This data is from the Open Reaction Database (ORD), a public repository of structured organic reaction records. The task is: describe an organic reaction: reactants, conditions, products, and yield The reactants are ClCCNC(=O)N(C1[C@H](O)[C@@H](O)[C@@H](O)[C@H](O1)CO)CC#C (1-(2-chloroethyl)-3-(2-propynyl)-3-D-galactopyranosylurea), C([O-])([O-])=O.[Na+].[Na+] (sodium carbonate), [N+](=O)([N+](=O)[O-])[O-] (nitrogen tetroxide). The solvent is O1CCCC1 (tetrahydrofuran), C(Cl)Cl (methylene chloride). Yields the product ClCCN(C(=O)N(C1[C@H](O)[C@@H](O)[C@@H](O)[C@H](O1)CO)CC#C)N=O (1-(2-chloroethyl)-1-nitroso-3-(2-propynyl)-3-D-galactopyranosylurea). Isolated yield 71.7%. Reaction SMILES: [Cl:1][CH2:2][CH2:3][NH:4][C:5]([N:7]([CH2:19][C:20]#[CH:21])[CH:8]1[O:16][C@H:15]([CH2:17][OH:18])[C@H:13]([OH:14])[C@H:11]([OH:12])[C@H:9]1[OH:10])=[O:6].C(=O)([O-])[O-].[Na+].[Na+].[N+:28]([O-])([N+]([O-])=O)=[O:29]>O1CCCC1.C(Cl)Cl>[Cl:1][CH2:2][CH2:3][N:4]([N:28]=[O:29])[C:5]([N:7]([CH2:19][C:20]#[CH:21])[CH:8]1[O:16][C@H:15]([CH2:17][OH:18])[C@H:13]([OH:14])[C@H:11]([OH:12])[C@H:9]1[OH:10])=[O:6] |f:1.2.3|. Procedure details: 3.2 g of 1-(2-chloroethyl)-3-(2-propynyl)-3-D-galactopyranosylurea are dissolved in a mixture of 60 ml of tetrahydrofuran and 60 ml of methylene chloride, and 15 g of sodium carbonate anhydrate are added thereto. 5 g of nitrogen tetroxide gas are introduced into the mixture for 10 minutes under ice-cooling and stirring. The mixture is treated in the same manner as described in Example 2. 2.5 g of 1-(2-chloroethyl)-1-nitroso-3-(2-propynyl)-3-D-galactopyranosylurea are thereby obtained as a pale y... The reactants are C1(=CC=CC2=CC=CC=C12)C(C(C)=O)OC(C)=O (acetic acid 1-naphthalen-1-yl-2-oxo-propyl ester), CC(C(=O)C1=CC=CC2=CC=CC=C12)OC(C)=O (acetic acid 1-methyl-2-naphthalen-1-yl-2-oxo-ethyl ester), Cl (hydrochloric acid). Run in C(C)O (ethanol). Product: OC(C(C)=O)C1=CC=CC2=CC=CC=C12 (1-hydroxy-1-naphthalen-1-yl-propan-2-one), OC(C(=O)C1=CC=CC2=CC=CC=C12)C (2-hydroxy-1-naphthalen-1-yl-propan-1-one). Isolated yield 87.0%. As a reaction SMILES: [C:1]1([CH:11]([O:15]C(=O)C)[C:12](=[O:14])[CH3:13])[C:10]2[C:5](=[CH:6][CH:7]=[CH:8][CH:9]=2)[CH:4]=[CH:3][CH:2]=1.[CH3:19][CH:20]([O:33]C(=O)C)[C:21]([C:23]1[C:32]2[C:27](=[CH:28][CH:29]=[CH:30][CH:31]=2)[CH:26]=[CH:25][CH:24]=1)=[O:22].Cl>C(O)C>[OH:15][CH:11]([C:1]1[C:10]2[C:5](=[CH:6][CH:7]=[CH:8][CH:9]=2)[CH:4]=[CH:3][CH:2]=1)[C:12](=[O:14])[CH3:13].[OH:33][CH:20]([CH3:19])[C:21]([C:23]1[C:32]2[C:27](=[CH:28][CH:29]=[CH:30][CH:31]=2)[CH:26]=[CH:25][CH:24]=1)=[O:22]. Procedure details: A solution of acetic acid 1-naphthalen-1-yl-2-oxo-propyl ester and acetic acid 1-methyl-2-naphthalen-1-yl-2-oxo-ethyl ester (2:1 mixture) (16.7 g), ethanol (300 mL) and 1M hydrochloric acid (150 mL) was heated at reflux for 4 hours. After cooling to room temperature, the ethanol was removed under reduced pressure and the aqueous phase was extracted with dichloromethane (200 mL). The organic phase was washed with water (2×150 mL), brine (2×150 mL) dried over magnesium sulfate, filtered and the so... The reactants are C(CC)SN1S(C2=C(C1)C=CC=C2)(=O)=O (propylthio-2,3-dihydro-1,2-benzisothiazole-1,1-dioxide), O (water), ClCl (chlorine). The solvent is C(C)(=O)O (acetic acid). Conditions: temperature 25 celsius. The product is C(CCCC)N1S(C2=C(C1)C=CC=C2S(=O)(=O)N)(=O)=O (2-Pentyl-2,3-dihydro-1,2-benzisothiazole-7-sulfonamide-1,1-dioxide). Reaction SMILES: C(S[N:5]1[CH2:9][C:8]2[CH:10]=[CH:11][CH:12]=[CH:13][C:7]=2[S:6]1(=[O:15])=[O:14])CC.[OH2:16].ClCl>C(O)(=O)C>[CH2:9]([N:5]1[CH2:9][C:8]2[CH:10]=[CH:11][CH:12]=[C:13]([S:6]([NH2:5])(=[O:14])=[O:16])[C:7]=2[S:6]1(=[O:14])=[O:15])[CH2:8][CH2:7][CH2:13][CH3:12]. Procedure details: A solution of 9.5 g of 2-pentyl-7-(propylthio-2,3-dihydro-1,2-benzisothiazole-1,1-dioxide in 40 ml of acetic acid containing 1.3 ml of water was contacted with 7.0 ml of liquified chlorine at 10° to 15° C. and allowed to warm to 25° C. The excess chlorine was removed via a stream of nitrogen gas and the solution was poured onto ice. The resulting solid was filtered, washed with water and hexane, dried, dissolved in CH2Cl2 and contacted with 2.0 ml of liquified ammonia at -78° to 25° C. The mixtu... The reactants are CC1=NC=C(C=C1)C=O (2-methylpyridine-5-carboxaldehyde), C(C)OP(=O)(OCC)CC(=O)OCC (ethyl diethylphosphonoacetate), [H-].[Na+] (NaH), C1(=CC=CC=C1)C (toluene), C1(=CC=CC=C1)C (toluene). Product: CC1=NC=CC=C1C=CC(=O)OCC (ethyl β-(2-methylpyridin-3-yl)acrylate). The yield is 87.6%. Reaction SMILES: C[C:2]1[CH:7]=[CH:6][C:5]([CH:8]=O)=[CH:4][N:3]=1.C(OP([CH2:18][C:19]([O:21][CH2:22][CH3:23])=[O:20])(OCC)=O)C.[H-].[Na+].[C:26]1(C)C=CC=CC=1>>[CH3:26][C:4]1[C:5]([CH:8]=[CH:18][C:19]([O:21][CH2:22][CH3:23])=[O:20])=[CH:6][CH:7]=[CH:2][N:3]=1 |f:2.3|. Reported procedure: A solution of 0.55 g (4.54 mmol) of 2-methylpyridine-5-carboxaldehyde in toluene was added dropwise into a cool suspension of 1.12 g (5 mmol) of ethyl diethylphosphonoacetate and 0.12 g (5 mmol) of NaH in toluene and the resulting solution was allowed to react at 65° C. for 30 min. After cooling, the mixture was filtered through SUPERCEL™ (wash SUPERCEL™ with ether) and concentrated in vacuo to yield 0.71 g (87.6%) of ethyl β-(2-methylpyridin-3-yl)acrylate (cis/trans mixture), which was further ... Starting materials: [Br-], CC(Br)Br, C1CCOC1, C[Si](C)(C)Cl, [Cl-], Fc1c(Cl)cccc1CBr, Fc1c(Cl)cccc1C[Zn+], CCOC(=O)c1cn(C(COC(=O)OC)C(C)C)c2cc(F)c(I)cc2c1=O, [NH4+], c1coc(P(c2ccco2)c2ccco2)c1. Yields the product CCOC(=O)c1cn(C(COC(=O)OC)C(C)C)c2cc(F)c(Cc3cccc(Cl)c3F)cc2c1=O. Reaction SMILES: [Br-:20].[Br:1][CH:2]([Br:3])[CH3:4].[CH2:77]1[O:78][CH2:79][CH2:80][CH2:81]1.[CH3:5][Si:6]([Cl:7])([CH3:8])[CH3:9].[Cl-:75].[Cl:10][c:11]1[c:12]([F:19])[c:13]([CH2:14][Br:15])[cH:16][cH:17][cH:18]1.[Cl:21][c:22]1[c:23]([F:24])[c:25]([CH2:29][Zn+:30])[cH:26][cH:27][cH:28]1.[F:31][c:32]1[c:33]([I:58])[cH:34][c:35]2[c:36](=[O:57])[c:37]([C:52](=[O:53])[O:54][CH2:55][CH3:56])[cH:38][n:39]([CH:42]([CH2:43][O:44][C:45](=[O:46])[O:47][CH3:48])[CH:49]([CH3:50])[CH3:51])[c:40]2[cH:41]1.[NH4+:76].[o:59]1[cH:60][cH:61][cH:62][c:63]1[P:64]([c:65]1[o:66][cH:67][cH:68][cH:69]1)[c:70]1[o:71][cH:72][cH:73][cH:74]1>>[Cl:10][c:11]1[c:12]([F:19])[c:13]([CH2:14][c:33]2[c:32]([F:31])[cH:41][c:40]3[c:35]([cH:34]2)[c:36](=[O:57])[c:37]([C:52](=[O:53])[O:54][CH2:55][CH3:56])[cH:38][n:39]3[CH:42]([CH2:43][O:44][C:45](=[O:46])[O:47][CH3:48])[CH:49]([CH3:50])[CH3:51])[cH:16][cH:17][cH:18]1. The reactants are ClCCl, N#N, OCc1ccc2c(c1)ncn2-c1cccc(COCc2ccccn2)c1. The product is O=Cc1ccc2c(c1)ncn2-c1cccc(COCc2ccccn2)c1. Reaction SMILES: [Cl:29][CH2:30][Cl:31].[N:27]#[N:28].[n:1]1[c:2]([CH2:7][O:8][CH2:9][c:10]2[cH:11][c:12](-[n:16]3[cH:17][n:18][c:19]4[c:20]3[cH:21][cH:22][c:23]([CH2:25][OH:26])[cH:24]4)[cH:13][cH:14][cH:15]2)[cH:3][cH:4][cH:5][cH:6]1>>[n:1]1[c:2]([CH2:7][O:8][CH2:9][c:10]2[cH:11][c:12](-[n:16]3[cH:17][n:18][c:19]4[c:20]3[cH:21][cH:22][c:23]([CH:25]=[O:26])[cH:24]4)[cH:13][cH:14][cH:15]2)[cH:3][cH:4][cH:5][cH:6]1.